Dataset: the Open Reaction Database (ORD), a public repository of structured organic reaction records. Task: describe an organic reaction: reactants, conditions, products, and yield Starting materials: CC(=O)O, COC(=O)c1ccc(-c2cc(-c3ccc(Cl)cc3)no2)cc1, Cl, O. Yields the product O=C(O)c1ccc(-c2cc(-c3ccc(Cl)cc3)no2)cc1. As a reaction SMILES: [CH3:24][C:25](=[O:26])[OH:27].[Cl:1][c:2]1[cH:3][cH:4][c:5](-[c:8]2[n:9][o:10][c:11](-[c:13]3[cH:14][cH:15][c:16]([C:17](=[O:18])[O:19][CH3:20])[cH:21][cH:22]3)[cH:12]2)[cH:6][cH:7]1.[ClH:23].[OH2:28]>>[Cl:1][c:2]1[cH:3][cH:4][c:5](-[c:8]2[n:9][o:10][c:11](-[c:13]3[cH:14][cH:15][c:16]([C:17](=[O:18])[OH:19])[cH:21][cH:22]3)[cH:12]2)[cH:6][cH:7]1. Starting materials: COC(=O)c1cccc(C(=O)N2CCCCC2CNc2cnc3cc(F)c(F)cc3n2)c1, CO, [Na+], [OH-], O. Product: O=C(O)c1cccc(C(=O)N2CCCCC2CNc2cnc3cc(F)c(F)cc3n2)c1. As a reaction SMILES: [CH3:1][O:2][C:3]([c:4]1[cH:5][c:6]([C:10](=[O:11])[N:12]2[CH:13]([CH2:18][NH:19][c:20]3[n:21][c:22]4[cH:23][c:24]([F:31])[c:25]([F:30])[cH:26][c:27]4[n:28][cH:29]3)[CH2:14][CH2:15][CH2:16][CH2:17]2)[cH:7][cH:8][cH:9]1)=[O:32].[CH3:35][OH:36].[Na+:34].[OH-:33].[OH2:37]>>[O:2]=[C:3]([c:4]1[cH:5][c:6]([C:10](=[O:11])[N:12]2[CH:13]([CH2:18][NH:19][c:20]3[n:21][c:22]4[cH:23][c:24]([F:31])[c:25]([F:30])[cH:26][c:27]4[n:28][cH:29]3)[CH2:14][CH2:15][CH2:16][CH2:17]2)[cH:7][cH:8][cH:9]1)[OH:32]. The reactants are FC(C=1C=CC2=C(C(=NCC(N2)=S)C2=CC=CC=C2)C1)(F)F (1,3-dihydro-7-(trifluoromethyl)-5-phenyl-2H-1,4-benzodiazepine-2-thione), C(C#CCC)N (2-pentynylamine). The solvent is O1CCCC1 (tetrahydrofuran). The product is FC(C=1C=CC2=C(C(=NCC(=N2)NCC#CCC)C2=CC=CC=C2)C1)(F)F (7-trifluoromethyl-5-phenyl-2-(2-pentynylamino)-3H-1,4-benzodiazepine). Reaction SMILES: [F:1][C:2]([F:22])([F:21])[C:3]1[CH:4]=[CH:5][C:6]2[NH:12][C:11](=S)[CH2:10][N:9]=[C:8]([C:14]3[CH:19]=[CH:18][CH:17]=[CH:16][CH:15]=3)[C:7]=2[CH:20]=1.[CH2:23]([NH2:28])[C:24]#[C:25][CH2:26][CH3:27]>O1CCCC1>[F:1][C:2]([F:22])([F:21])[C:3]1[CH:4]=[CH:5][C:6]2[N:12]=[C:11]([NH:28][CH2:23][C:24]#[C:25][CH2:26][CH3:27])[CH2:10][N:9]=[C:8]([C:14]3[CH:19]=[CH:18][CH:17]=[CH:16][CH:15]=3)[C:7]=2[CH:20]=1. Procedure: A mixture of 10.0 g. of 1,3-dihydro-7-(trifluoromethyl)-5-phenyl-2H-1,4-benzodiazepine-2-thione (V), 10.0 g. of 2-pentynylamine, and 150 ml. of dry tetrahydrofuran is stirred under nitrogen at ambient temperature for about 5 hours and then concentrated in vacuo. The residue thus obtained is recrystallized from methanol to give 7-trifluoromethyl-5-phenyl-2-(2-pentynylamino)-3H-1,4-benzodiazepine. Starting materials: [N+](=O)([O-])C1=C(C=O)C=CC=C1 (2-nitrobenzaldehyde), COC(C(CC(=O)OC)=O)OC (methyl 4,4-dimethoxyacetoacetate), C(C)(=O)O (acetic acid), N1CCCCC1 (piperidine). The solvent is C1=CC=CC=C1 (benzene), C1=CC=CC=C1 (benzene). Yields the product N\C(=C/C(=O)OCC)\C (ethyl 3-aminocrotonate). The yield is 575.0%. Reaction SMILES: [N+:1]([C:4]1[CH:11]=CC=C[C:5]=1[CH:6]=[O:7])([O-])=O.CO[CH:14](OC)[C:15](=O)CC(OC)=O.C(O)(=[O:26])C.N1CCCCC1>C1C=CC=CC=1>[NH2:1]/[C:4](/[CH3:11])=[CH:5]\[C:6]([O:7][CH2:14][CH3:15])=[O:26]. Procedure details: A mixture of 2-nitrobenzaldehyde (6.8009 g), methyl 4,4-dimethoxyacetoacetate (8.7204 g), acetic acid (0.5405 g) and piperidine (0.4598 g) in benzene (30 ml) was heated to reflux for 2 hours under azeptropic dehydration. The reaction mixture was diluted with benzene (100 ml), washed twice with water, and in turn with diluted aqueous sodium bicarbonate solution and water, dried over magnesium sulfate and evaporated to dryness under reduced pressure to give crude oily methyl 2-(2-nitrobenzylidene)... Reactants: ClC1=C(C(=NC=C1)N)[N+](=O)[O-] (4-Chloro-3-nitropyridin-2-amine), ClN1C(CCC1=O)=O (N-chlorosuccinimide). Solvent: C(C)#N (acetonitrile). Yields the product ClC1=C(C(=NC=C1Cl)N)[N+](=O)[O-] (4,5-Dichloro-3-nitropyridin-2-amine). Yield: 103.6%. Reaction SMILES: [Cl:1][C:2]1[CH:7]=[CH:6][N:5]=[C:4]([NH2:8])[C:3]=1[N+:9]([O-:11])=[O:10].[Cl:12]N1C(=O)CCC1=O>C(#N)C>[Cl:1][C:2]1[C:7]([Cl:12])=[CH:6][N:5]=[C:4]([NH2:8])[C:3]=1[N+:9]([O-:11])=[O:10]. Procedure details: 4-Chloro-3-nitropyridin-2-amine (0.10 g, 0.58 mmol) was dissolved in dry acetonitrile (20 mL). To the stirred solution was then added N-chlorosuccinimide (0.094 g, 0.70 mmol), and the reaction mixture was heated at 80° C. for 1 h. Volatiles were removed in vacuo and the residue purified by silica column chromatography (elution with dichloromethane) to provide the title compound as a pale brown powder (0.125 g, 85%). 1H-NMR (500 MHz, DMSO-d6) 7.35 (s, 2H, NH2), 8.36 (s, 1H, 6-H). The reactants are ClCCl, COc1ccc(F)c(-c2ccc(CO)cc2CC(C)C)c1, CN(C)C=O, O=S(Cl)Cl. The product is COc1ccc(F)c(-c2ccc(CCl)cc2CC(C)C)c1. RXN SMILES: [Cl:22][CH2:23][Cl:24].[F:1][c:2]1[c:3](-[c:10]2[c:11]([CH2:18][CH:19]([CH3:20])[CH3:21])[cH:12][c:13]([CH2:16][OH:17])[cH:14][cH:15]2)[cH:4][c:5]([O:8][CH3:9])[cH:6][cH:7]1.[O:25]=[CH:26][N:27]([CH3:28])[CH3:29].[S:30]([Cl:31])([Cl:32])=[O:33]>>[F:1][c:2]1[c:3](-[c:10]2[c:11]([CH2:18][CH:19]([CH3:20])[CH3:21])[cH:12][c:13]([CH2:16][Cl:22])[cH:14][cH:15]2)[cH:4][c:5]([O:8][CH3:9])[cH:6][cH:7]1. Starting materials: C(=O)([O-])[O-].[Na+].[Na+] (Na2CO3), O (H2O), ClC1=CC(=C(C=N1)OC1=C(C=C(C=C1)S(=O)(=O)NC=1SC=CN1)F)C1=CC=NN1C (4-((6-chloro-4-(1-methyl-1H-pyrazol-5-yl)pyridin-3-yl)oxy)-3-fluoro-N-(thiazol-2-yl)benzenesulfonamide), N1=CC(=CC=C1)B(O)O ((pyridin-3-yl)boronic acid). Reagents/catalysts: C=1C=CC(=CC1)[P](C=2C=CC=CC2)(C=3C=CC=CC3)[Pd]([P](C=4C=CC=CC4)(C=5C=CC=CC5)C=6C=CC=CC6)([P](C=7C=CC=CC7)(C=8C=CC=CC8)C=9C=CC=CC9)[P](C=1C=CC=CC1)(C=1C=CC=CC1)C=1C=CC=CC1 (Pd(PPh3)4). Solvent: CN(C=O)C (N,N-dimethylformamide). The product is FC=1C=C(C=CC1OC=1C(=CC(=NC1)C=1C=NC=CC1)C1=CC=NN1C)S(=O)(=O)NC=1SC=CN1 (3-fluoro-4-((4-(1-methyl-1H-pyrazol-5-yl)-[2,3′-bipyridin]-5-yl)oxy)-N-(thiazol-2-yl)benzenesulfonamide). The yield is 49.2%. As a reaction SMILES: Cl[C:2]1[N:7]=[CH:6][C:5]([O:8][C:9]2[CH:14]=[CH:13][C:12]([S:15]([NH:18][C:19]3[S:20][CH:21]=[CH:22][N:23]=3)(=[O:17])=[O:16])=[CH:11][C:10]=2[F:24])=[C:4]([C:25]2[N:29]([CH3:30])[N:28]=[CH:27][CH:26]=2)[CH:3]=1.[N:31]1[CH:36]=[CH:35][CH:34]=[C:33](B(O)O)[CH:32]=1.C([O-])([O-])=O.[Na+].[Na+].O>CN(C)C=O.C1C=CC([P]([Pd]([P](C2C=CC=CC=2)(C2C=CC=CC=2)C2C=CC=CC=2)([P](C2C=CC=CC=2)(C2C=CC=CC=2)C2C=CC=CC=2)[P](C2C=CC=CC=2)(C2C=CC=CC=2)C2C=CC=CC=2)(C2C=CC=CC=2)C2C=CC=CC=2)=CC=1>[F:24][C:10]1[CH:11]=[C:12]([S:15]([NH:18][C:19]2[S:20][CH:21]=[CH:22][N:23]=2)(=[O:17])=[O:16])[CH:13]=[CH:14][C:9]=1[O:8][C:5]1[C:4]([C:25]2[N:29]([CH3:30])[N:28]=[CH:27][CH:26]=2)=[CH:3][C:2]([C:33]2[CH:32]=[N:31][CH:36]=[CH:35][CH:34]=2)=[N:7][CH:6]=1 |f:2.3.4,^1:55,57,76,95|. Procedure: 10 mg (0.02 mmol) of 4-((6-chloro-4-(1-methyl-1H-pyrazol-5-yl)pyridin-3-yl)oxy)-3-fluoro-N-(thiazol-2-yl)benzenesulfonamide was dissolved in 3 mL of N,N-dimethylformamide, and 3.9 mg (0.03 mmol) of (pyridin-3-yl)boronic acid was added thereto, and then 2.4 mg (10 mol %) of Pd(PPh3)4, 6.8 mg (0.64 mmol) of Na2CO3, and 1 mL of H2O were added thereto. After reacting with microwave reactor at 120° C. 10 minutes, the solvent was removed, and the remaining material was diluted with ethyl acetate and t...